This data is from the Open Reaction Database (ORD), a public repository of structured organic reaction records. The task is: describe an organic reaction: reactants, conditions, products, and yield Reactants: CC(=O)N(C)c1csc(Br)n1, CO, [Na]. The product is COc1nc(N(C)C(C)=O)cs1. RXN SMILES: [Br:1][c:2]1[s:3][cH:4][c:5]([N:7]([C:8]([CH3:9])=[O:10])[CH3:11])[n:6]1.[CH3:13][OH:14].[Na:12]>>[c:2]1([O:14][CH3:13])[s:3][cH:4][c:5]([N:7]([C:8]([CH3:9])=[O:10])[CH3:11])[n:6]1.